The task is: describe an organic reaction: reactants, conditions, products, and yield. This data is from the Open Reaction Database (ORD), a public repository of structured organic reaction records. The reactants are CC(C)(C)OC(=O)N1CCCC(C(=O)O)C1, ClCCCl, CNOC, CCOC(C)=O, CCN(C(C)C)C(C)C, Cl, Cl. Product: CON(C)C(=O)C1CCCN(C(=O)OC(C)(C)C)C1. Reaction SMILES: [C:1]([CH3:2])([CH3:3])([CH3:4])[O:5][C:6](=[O:7])[N:8]1[CH2:9][CH:10]([C:14](=[O:15])[OH:16])[CH2:11][CH2:12][CH2:13]1.[CH2:22]([Cl:23])[CH2:24][Cl:25].[CH3:18][NH:19][O:20][CH3:21].[CH3:36][CH2:37][O:38][C:39]([CH3:40])=[O:41].[CH:27]([N:28]([CH:29]([CH3:30])[CH3:31])[CH2:32][CH3:33])([CH3:34])[CH3:35].[ClH:17].[ClH:26]>>[C:1]([CH3:2])([CH3:3])([CH3:4])[O:5][C:6](=[O:7])[N:8]1[CH2:9][CH:10]([C:14](=[O:16])[N:19]([CH3:18])[O:20][CH3:21])[CH2:11][CH2:12][CH2:13]1.